From a dataset of the Open Reaction Database (ORD), a public repository of structured organic reaction records. describe an organic reaction: reactants, conditions, products, and yield Reactants: ClC=1N=C(C2=C(N1)C=C(S2)C)Cl (2,4-dichloro-6-methylthieno[3,2-d]pyrimidine), C(CCN)N (propane-1,3-diamine), O1CCNCC2=C1C=CC=C2 (2,3,4,5-tetrahydro-1,4-benzoxazepine). Product: O1CCN(CC2=C1C=CC=C2)C=2N=C(C1=C(N2)C=C(S1)C)NCCCN (N-[2-(2,3-Dihydro-1,4-benzoxazepin-4(5H)-yl)-6-methylthieno[3,2-d]pyrimidin-4-yl]propane-1,3-diamine). As a reaction SMILES: Cl[C:2]1[N:3]=[C:4](Cl)[C:5]2[S:10][C:9]([CH3:11])=[CH:8][C:6]=2[N:7]=1.[CH2:13]([NH2:17])[CH2:14][CH2:15][NH2:16].[O:18]1[C:24]2[CH:25]=[CH:26][CH:27]=[CH:28][C:23]=2[CH2:22][NH:21][CH2:20][CH2:19]1>>[O:18]1[C:24]2[CH:25]=[CH:26][CH:27]=[CH:28][C:23]=2[CH2:22][N:21]([C:2]2[N:3]=[C:4]([NH:16][CH2:15][CH2:14][CH2:13][NH2:17])[C:5]3[S:10][C:9]([CH3:11])=[CH:8][C:6]=3[N:7]=2)[CH2:20][CH2:19]1. Reported procedure: The title compound was prepared in analogy to Example 1-1 in Scheme 1 by using 2,4-dichloro-6-methylthieno[3,2-d]pyrimidine and propane-1,3-diamine, followed by reaction with 2,3,4,5-tetrahydro-1,4-benzoxazepine. MS obsd. (ESI+) [(M+H)+] 370; 1H NMR (400 MHz, METHANOL-d4) δ ppm 7.43 (d, J=6.6 Hz, 1H), 7.10-7.19 (m, 1H), 6.94-7.05 (m, 2H), 6.80 (s, 1H), 4.92 (s, 2H), 4.25-4.32 (m, 2H), 4.14-4.21 (m, 2H), 3.74 (br. s., 2H), 2.96 (t, J=6.3 Hz, 2H), 2.49-2.57 (m, 3H), 1.88 (m, 2H). The reactants are CCCCCN1C(=O)C2(COc3cc4c(cc32)OCO4)c2c(Br)cccc21, O=C([O-])[O-], CN(C)c1ccc(B(O)O)cn1, [Na+], [Na+], C1COCCO1, c1ccc(P(c2ccccc2)(c2ccccc2)[Pd](P(c2ccccc2)(c2ccccc2)c2ccccc2)(P(c2ccccc2)(c2ccccc2)c2ccccc2)P(c2ccccc2)(c2ccccc2)c2ccccc2)cc1. Yields the product CCCCCN1C(=O)C2(COc3cc4c(cc32)OCO4)c2c(-c3ccc(N(C)C)nc3)cccc21. Reaction SMILES: [Br:13][c:14]1[c:15]2[c:16]([cH:17][cH:18][cH:19]1)[N:20]([CH2:35][CH2:36][CH2:37][CH2:38][CH3:39])[C:21](=[O:34])[C:22]21[CH2:23][O:24][c:25]2[c:26]1[cH:27][c:28]1[c:29]([cH:33]2)[O:30][CH2:31][O:32]1.[C:40](=[O:41])([O-:42])[O-:43].[CH3:1][N:2]([c:3]1[cH:4][cH:5][c:6]([B:9]([OH:10])[OH:11])[cH:7][n:8]1)[CH3:12].[Na+:44].[Na+:45].[O:46]1[CH2:47][CH2:48][O:49][CH2:50][CH2:51]1.[cH:52]1[cH:53][cH:54][c:55]([P:56]([Pd:57]([P:58]([c:59]2[cH:60][cH:61][cH:62][cH:63][cH:64]2)([c:65]2[cH:66][cH:67][cH:68][cH:69][cH:70]2)[c:71]2[cH:72][cH:73][cH:74][cH:75][cH:76]2)([P:77]([c:78]2[cH:79][cH:80][cH:81][cH:82][cH:83]2)([c:84]2[cH:85][cH:86][cH:87][cH:88][cH:89]2)[c:90]2[cH:91][cH:92][cH:93][cH:94][cH:95]2)[P:96]([c:97]2[cH:98][cH:99][cH:100][cH:101][cH:102]2)([c:103]2[cH:104][cH:105][cH:106][cH:107][cH:108]2)[c:109]2[cH:110][cH:111][cH:112][cH:113][cH:114]2)([c:115]2[cH:116][cH:117][cH:118][cH:119][cH:120]2)[c:121]2[cH:122][cH:123][cH:124][cH:125][cH:126]2)[cH:127][cH:128]1>>[CH3:1][N:2]([c:3]1[cH:4][cH:5][c:6](-[c:14]2[c:15]3[c:16]([cH:17][cH:18][cH:19]2)[N:20]([CH2:35][CH2:36][CH2:37][CH2:38][CH3:39])[C:21](=[O:34])[C:22]32[CH2:23][O:24][c:25]3[c:26]2[cH:27][c:28]2[c:29]([cH:33]3)[O:30][CH2:31][O:32]2)[cH:7][n:8]1)[CH3:12]. Reactants: [O-2].[In+3].[O-2].[O-2].[In+3] (indium oxide), [O-2].[Sm+3].[O-2].[O-2].[Sm+3] (samarium oxide). Yields the product [O-2].[In+3].[O-2].[O-2].[In+3].[O-2].[Sm+3].[O-2].[O-2].[Sm+3] (indium oxide samarium oxide). RXN SMILES: [O-2:1].[In+3:2].[O-2].[O-2].[In+3].[O-2].[Sm+3:7].[O-2].[O-2].[Sm+3]>>[O-2:1].[In+3:2].[O-2:1].[O-2:1].[In+3:2].[O-2:1].[Sm+3:7].[O-2:1].[O-2:1].[Sm+3:7] |f:0.1.2.3.4,5.6.7.8.9,10.11.12.13.14.15.16.17.18.19|. Procedure details: Except that a spattering target containing indium oxide and samarium oxide (molar ratio of In:Sm=90:10) was used, indium oxide-samarium oxide (ISmO) thin films were formed in the same manner as in Example 1-1 and Comparative 1-1. [Evaluation of ISmO thin films of Example 1-9 and Comparative 1-9] Starting materials: ClCC1=CC=C(C=C1)C(C=1C=C2C(=CC(N(C2=CC1)C)=O)C1=CC(=CC=C1)Cl)(C1=CN=CN1C)O ((±)-6-[[4-(chloromethyl)phenyl]hydroxy(1-methyl-1H-imidazol-5-yl)methyl]-4-(3-chlorophenyl)-1-methyl-2(1H)-quinolinone), CO[Na].CO (MeONa MeOH), O (H2O). Run in CO (methanol). Conditions: time 48 hour. The product is ClC=1C=C(C=CC1)C1=CC(N(C2=CC=C(C=C12)C(C1=CN=CN1C)(C1=CC=C(C=C1)COC)O)C)=O ((±)-4-(3-chlorophenyl)-6-[hydroxy[4-(methoxymethyl)phenyl](1-methyl-1H-imidazol-5-yl)methyl]-1-methyl-2(1H)-quinolinone). Isolated yield 20.2%. As a reaction SMILES: Cl[CH2:2][C:3]1[CH:8]=[CH:7][C:6]([C:9]([OH:35])([C:29]2[N:33]([CH3:34])[CH:32]=[N:31][CH:30]=2)[C:10]2[CH:11]=[C:12]3[C:17](=[CH:18][CH:19]=2)[N:16]([CH3:20])[C:15](=[O:21])[CH:14]=[C:13]3[C:22]2[CH:27]=[CH:26][CH:25]=[C:24]([Cl:28])[CH:23]=2)=[CH:5][CH:4]=1.[CH3:36][O:37][Na].CO.O>CO>[Cl:28][C:24]1[CH:23]=[C:22]([C:13]2[C:12]3[C:17](=[CH:18][CH:19]=[C:10]([C:9]([OH:35])([C:6]4[CH:5]=[CH:4][C:3]([CH2:2][O:37][CH3:36])=[CH:8][CH:7]=4)[C:29]4[N:33]([CH3:34])[CH:32]=[N:31][CH:30]=4)[CH:11]=3)[N:16]([CH3:20])[C:15](=[O:21])[CH:14]=2)[CH:27]=[CH:26][CH:25]=1 |f:1.2|. Procedure: A mixture of (±)-6-[[4-(chloromethyl)phenyl]hydroxy(1-methyl-1H-imidazol-5-yl)methyl]-4-(3-chlorophenyl)-1-methyl-2(1H)-quinolinone (described in Example B14)(0.000397 mol) and MeONa/MeOH (0.000793 mol) in methanol (2 ml) was stirred at room temperature for 48 hours, poured out into H2O and extracted with EtOAc. The organic layer was separated, dried (MgSO4), filtered, and the solvent was evaporated. The residue (0.12 g) was purified by column chromatography over kromasil 10 μm (eluent: CH2Cl2/C... Starting materials: [Ag+2] (silver (II)), C1=CC(=CC=C1NC(=N)NC(=N)NCCCCCCNC(=N)NC(=N)NC=2C=CC(=CC2)Cl)Cl (chlorhexidine), C([O-])(O)=O.[Na+] (sodium bicarbonate). Yields the product [Ag+2].C1=CC(=CC=C1NC(=N)NC(=N)NCCCCCCNC(=N)NC(=N)NC=2C=CC(=CC2)Cl)Cl (Silver (II) Chlorhexidine). As a reaction SMILES: [Ag+2:1].[CH:2]1[C:7]([NH:8][C:9]([NH:11][C:12]([NH:14][CH2:15][CH2:16][CH2:17][CH2:18][CH2:19][CH2:20][NH:21][C:22]([NH:24][C:25]([NH:27][C:28]2[CH:29]=[CH:30][C:31]([Cl:34])=[CH:32][CH:33]=2)=[NH:26])=[NH:23])=[NH:13])=[NH:10])=[CH:6][CH:5]=[C:4]([Cl:35])[CH:3]=1.C(=O)(O)[O-].[Na+]>>[Ag+2:1].[CH:29]1[C:28]([NH:27][C:25]([NH:24][C:22]([NH:21][CH2:20][CH2:19][CH2:18][CH2:17][CH2:16][CH2:15][NH:14][C:12]([NH:11][C:9]([NH:8][C:7]2[CH:2]=[CH:3][C:4]([Cl:35])=[CH:5][CH:6]=2)=[NH:10])=[NH:13])=[NH:23])=[NH:26])=[CH:33][CH:32]=[C:31]([Cl:34])[CH:30]=1 |f:2.3,4.5|. Procedure details: To a reaction mixture of silver (II) and chlorhexidine prepared in Step 3 of Preparation #3 was added drop wise a saturated aqueous solution of sodium bicarbonate to adjust the pH of the reaction mixture to 7.0. The reaction mixture was allowed to remain under stirring condition for at least 10 minutes and stand for at least 4 hours at room temperature to yield a brown precipitate of a microcrystalline silver (II)/polydiguanide complex. The reactants are Cl (hydrochloric acid), CC1=C2C=CC(N(C2=CC(=N1)C)CC1=CC=C(C=C1)C1=C(C=CC=C1)C=1N=NN(N1)C(C1=CC=CC=C1)(C1=CC=CC=C1)C1=CC=CC=C1)=O (5,7-dimethyl-1-[(2'-(2-triphenylmethyl-2H-tetrazol-5-yl)biphenyl-4-yl)methyl]-1,6-naphthyridin-2(1H)-one). The solvent is ClCCl.CO (dichloromethane methanol). Run at time 30 minute. Product: Cl.CC1=C2C=CC(N(C2=CC(=N1)C)CC1=CC=C(C=C1)C1=C(C=CC=C1)C1=NN=NN1)=O (5,7-dimethyl-1-[(2'-(1H-tetrazol-5-yl)biphenyl-4-yl)methyl]-1,6-naphthyridin-2(1H)-one hydrochloride). RXN SMILES: [ClH:1].[CH3:2][C:3]1[N:12]=[C:11]([CH3:13])[CH:10]=[C:9]2[C:4]=1[CH:5]=[CH:6][C:7](=[O:51])[N:8]2[CH2:14][C:15]1[CH:20]=[CH:19][C:18]([C:21]2[CH:26]=[CH:25][CH:24]=[CH:23][C:22]=2[C:27]2[N:28]=[N:29][N:30](C(C3C=CC=CC=3)(C3C=CC=CC=3)C3C=CC=CC=3)[N:31]=2)=[CH:17][CH:16]=1>ClCCl.CO>[ClH:1].[CH3:2][C:3]1[N:12]=[C:11]([CH3:13])[CH:10]=[C:9]2[C:4]=1[CH:5]=[CH:6][C:7](=[O:51])[N:8]2[CH2:14][C:15]1[CH:20]=[CH:19][C:18]([C:21]2[CH:26]=[CH:25][CH:24]=[CH:23][C:22]=2[C:27]2[NH:28][N:29]=[N:30][N:31]=2)=[CH:17][CH:16]=1 |f:2.3,4.5|. Procedure: Concentrated hydrochloric acid (0.3 ml) was added to a solution of 5,7-dimethyl-1-[(2'-(2-triphenylmethyl-2H-tetrazol-5-yl)biphenyl-4-yl)methyl]-1,6-naphthyridin-2(1H)-one (280 mg) (A) in dichloromethane/methanol (4 ml) (3:1 v/v) and the mixture was stirred for 30 minutes. Volatile material was removed by evaporation and the residue was stirred with ether. The insoluble solid was collected by filtration and recrystallised from ethanol/methanol (1:1 v/v) to give 5,7-dimethyl-1-[(2'-(1H-tetrazol-5...